Dataset: the Open Reaction Database (ORD), a public repository of structured organic reaction records. Task: describe an organic reaction: reactants, conditions, products, and yield Reactants: CCNC(=O)N1CCc2ccc(S(N)(=O)=O)cc2CC1, O=C=NC1CCCCC1. RXN SMILES: [CH2:1]([CH3:2])[NH:3][C:4](=[O:5])[N:6]1[CH2:7][CH2:8][c:9]2[c:10]([cH:13][cH:14][c:15]([S:17](=[O:18])(=[O:19])[NH2:20])[cH:16]2)[CH2:11][CH2:12]1.[CH:21]1([N:27]=[C:28]=[O:29])[CH2:22][CH2:23][CH2:24][CH2:25][CH2:26]1>>[CH2:1]([CH3:2])[NH:3][C:4](=[O:5])[N:6]1[CH2:7][CH2:8][c:9]2[c:10]([cH:13][cH:14][c:15]([S:17](=[O:18])(=[O:19])[NH:20][C:28]([NH:27][CH:21]3[CH2:22][CH2:23][CH2:24][CH2:25][CH2:26]3)=[O:29])[cH:16]2)[CH2:11][CH2:12]1. Yields the product CCNC(=O)N1CCc2ccc(S(=O)(=O)NC(=O)NC3CCCCC3)cc2CC1. Reactants: CCS, ClCCl, Clc1cccc(-c2nn3ccccc3c2-c2ccnc3ccccc23)n1, [H-], [Na+], CN(C)C=O. The product is CCSc1cccc(-c2nn3ccccc3c2-c2ccnc3ccccc23)n1. RXN SMILES: [CH2:1]([CH3:2])[SH:3].[CH2:37]([Cl:38])[Cl:39].[Cl:4][c:5]1[cH:6][cH:7][cH:8][c:9](-[c:11]2[n:12][n:13]3[c:14]([cH:15][cH:16][cH:17][cH:18]3)[c:19]2-[c:20]2[cH:21][cH:22][n:23][c:24]3[cH:25][cH:26][cH:27][cH:28][c:29]23)[n:10]1.[H-:30].[Na+:31].[O:32]=[CH:33][N:34]([CH3:35])[CH3:36]>>[CH2:1]([CH3:2])[S:3][c:5]1[cH:6][cH:7][cH:8][c:9](-[c:11]2[n:12][n:13]3[c:14]([cH:15][cH:16][cH:17][cH:18]3)[c:19]2-[c:20]2[cH:21][cH:22][n:23][c:24]3[cH:25][cH:26][cH:27][cH:28][c:29]23)[n:10]1.